Dataset: the Open Reaction Database (ORD), a public repository of structured organic reaction records. Task: describe an organic reaction: reactants, conditions, products, and yield The reactants are ClCC1=CC(=NC=C1)C1=CC(=C(C(=C1)OC)OC)OC (4-chloromethyl-2-(3,4,5-trimethoxyphenyl)pyridine), C1(C=2C(C(N1)=O)=CC=CC2)=O.[K] (potassium phthalimide), O (water). Run in C(Cl)(Cl)Cl (chloroform). Reaction conditions: time 8 hour. Yields the product COC=1C=C(C=C(C1OC)OC)C1=NC=CC(=C1)CN1C(C=2C(C1=O)=CC=CC2)=O (N-[[2-(3,4,5-Trimethoxyphenyl)pyridin-4-yl]methyl]phthalimide). Reaction SMILES: Cl[CH2:2][C:3]1[CH:8]=[CH:7][N:6]=[C:5]([C:9]2[CH:14]=[C:13]([O:15][CH3:16])[C:12]([O:17][CH3:18])=[C:11]([O:19][CH3:20])[CH:10]=2)[CH:4]=1.[C:21]1(=[O:31])[NH:25][C:24](=[O:26])[C:23]2=[CH:27][CH:28]=[CH:29][CH:30]=[C:22]12.[K].O>C(Cl)(Cl)Cl>[CH3:20][O:19][C:11]1[CH:10]=[C:9]([C:5]2[CH:4]=[C:3]([CH2:2][N:25]3[C:24](=[O:26])[C:23]4=[CH:27][CH:28]=[CH:29][CH:30]=[C:22]4[C:21]3=[O:31])[CH:8]=[CH:7][N:6]=2)[CH:14]=[C:13]([O:15][CH3:16])[C:12]=1[O:17][CH3:18] |f:1.2,^1:31|. Procedure details: To a solution of 4-chloromethyl-2-(3,4,5-trimethoxyphenyl)pyridine (881 mg) in chloroform (10 mL) was added potassium phthalimide (556 mg). The mixture was stirred at room temperature overnight and water was added. After separating the organic layer, the aqueous layer was extracted with chloroform. Organic layers were combined, dried over anhydrous magnesium sulfate and evaporated to give the title compound as white powder. Starting materials: BrB(Br)Br, COc1cccc(-c2nn(C)c3ccsc23)c1, ClCCl. Product: Cn1nc(-c2cccc(O)c2)c2sccc21. RXN SMILES: [B:18]([Br:19])([Br:20])[Br:21].[CH3:1][O:2][c:3]1[cH:4][c:5](-[c:9]2[c:10]3[c:11]([n:12]([CH3:14])[n:13]2)[cH:15][cH:16][s:17]3)[cH:6][cH:7][cH:8]1.[Cl:22][CH2:23][Cl:24]>>[OH:2][c:3]1[cH:4][c:5](-[c:9]2[c:10]3[c:11]([n:12]([CH3:14])[n:13]2)[cH:15][cH:16][s:17]3)[cH:6][cH:7][cH:8]1.